Dataset: the Open Reaction Database (ORD), a public repository of structured organic reaction records. Task: describe an organic reaction: reactants, conditions, products, and yield The reactants are CSCCO, CCOC(=O)N=NC(=O)OCC, O, CCCCCC(=O)Nc1ncc(O)cn1, c1ccc(P(c2ccccc2)c2ccccc2)cc1. Yields the product CCCCCC(=O)Nc1ncc(OCCSC)cn1. Reaction SMILES: [CH3:35][S:36][CH2:37][CH2:38][OH:39].[O:40]=[C:41]([O:42][CH2:43][CH3:44])[N:45]=[N:46][C:47]([O:48][CH2:49][CH3:50])=[O:51].[OH2:52].[OH:1][c:2]1[cH:3][n:4][c:5]([NH:8][C:9]([CH2:10][CH2:11][CH2:12][CH2:13][CH3:14])=[O:15])[n:6][cH:7]1.[c:16]1([P:17]([c:18]2[cH:19][cH:20][cH:21][cH:22][cH:23]2)[c:24]2[cH:25][cH:26][cH:27][cH:28][cH:29]2)[cH:30][cH:31][cH:32][cH:33][cH:34]1>>[O:1]([c:2]1[cH:3][n:4][c:5]([NH:8][C:9]([CH2:10][CH2:11][CH2:12][CH2:13][CH3:14])=[O:15])[n:6][cH:7]1)[CH2:38][CH2:37][S:36][CH3:35]. Starting materials: COC=1C(=C2C(=CC=NC2=C(C1)NCCCN)C)OC1=CC(=CC=C1)C(F)(F)F (6-methoxy-8-[(3-aminopropyl)amino]-4-methyl-5-(3-trifluoromethylphenyloxy)quinoline), C(CCC(=O)O)(=O)O (succinic acid). Run in CO (methanol). Yields the product COC=1C(=C2C(=CC(=NC2=C(C1)NCCCN)C(CC(=O)O)C(=O)O)C)OC1=CC(=CC=C1)C(F)(F)F (6-Methoxy-8-[(3-aminopropyl)amino]-4-methyl-5-(3-trifluoromethylphenyloxy) quinoline succinic acid). As a reaction SMILES: [CH3:1][O:2][C:3]1[C:4]([O:19][C:20]2[CH:25]=[CH:24][CH:23]=[C:22]([C:26]([F:29])([F:28])[F:27])[CH:21]=2)=[C:5]2[C:10](=[C:11]([NH:13][CH2:14][CH2:15][CH2:16][NH2:17])[CH:12]=1)[N:9]=[CH:8][CH:7]=[C:6]2[CH3:18].[C:30]([OH:37])(=[O:36])[CH2:31][CH2:32][C:33]([OH:35])=[O:34]>CO>[CH3:1][O:2][C:3]1[C:4]([O:19][C:20]2[CH:25]=[CH:24][CH:23]=[C:22]([C:26]([F:28])([F:27])[F:29])[CH:21]=2)=[C:5]2[C:10](=[C:11]([NH:13][CH2:14][CH2:15][CH2:16][NH2:17])[CH:12]=1)[N:9]=[C:8]([CH:31]([C:30]([OH:37])=[O:36])[CH2:32][C:33]([OH:35])=[O:34])[CH:7]=[C:6]2[CH3:18]. Procedure details: A solution of the above phthalimide 10 in 100 mL of 65% hydrazine and 100 mL of ethanol was refluxed under argon for 3 hours. After cooling to room temperature, the solution was diluted with 10% aqueous KOH solution and extracted with dichloromethane three times. The combined extract was washed with brine, dried (K2CO3), concentrated, and column chromatographed on silica gel using dichloromethane and methanol as eluants to give 1.86 g (80% yield) of 6-methoxy-8-[(3-aminopropyl)amino]-4-methyl-5-... Starting materials: OS(=O)(=O)O (H2SO4), O=P12OP3(=O)OP(=O)(O1)OP(=O)(O2)O3 (P2O5), FC1=C(C=CC=C1)C(C(=O)C(C(=O)OCC)C(=O)OCC)(C)C (diethyl 2-(2-(2-fluorophenyl)-2-methylpropanoyl)malonate). Reaction conditions: time 1 hour. Yields the product FC=1C=CC=C2C(=C(C(C(C12)(C)C)=O)C(=O)OCC)O (Ethyl 8-fluoro-4-hydroxy-1,1-dimethyl-2-oxo-naphthalene-3-carboxylate). Reaction SMILES: OS(O)(=O)=O.O=P12OP3(OP(OP(O3)(O1)=O)(=O)O2)=O.[F:20][C:21]1[CH:26]=[CH:25][CH:24]=[CH:23][C:22]=1[C:27]([CH3:42])([CH3:41])[C:28]([CH:30]([C:36]([O:38][CH2:39][CH3:40])=[O:37])[C:31]([O:33]CC)=O)=[O:29]>>[F:20][C:21]1[CH:26]=[CH:25][CH:24]=[C:23]2[C:22]=1[C:27]([CH3:42])([CH3:41])[C:28](=[O:29])[C:30]([C:36]([O:38][CH2:39][CH3:40])=[O:37])=[C:31]2[OH:33]. Procedure: A flask containing H2SO4 (12 mL, 219 mmol) and P2O5 (12 g, 88 mmol) was cooled in an ice-water bath for 20 minutes. To this viscous mixture was slowly added diethyl 2-(2-(2-fluorophenyl)-2-methylpropanoyl)malonate (7.1 g, 22 mmol). The ice bath was removed, and the mixture was stirred at room temperature for 1 hour before being poured over crushed ice and diluted with IPAc (100 mL). Water (50 mL) was added, and the resulting mixture was extracted with EtOAc (2×100 mL). The organic layers were co... Starting materials: [H-].[H-].[H-].[H-].[Li+].[Al+3] (LiAlH4), [Cl-].[NH4+] (ammonium chloride), [H-] (hydride), FC1=CC=C(CNC=2C3=CC=CC=C3N=C3CCCC(C23)=O)C=C1 (3,4-dihydro-9-(4-fluorobenzyl)aminoacridin-1(2H)-one). Run in C1CCOC1 (THF), C1CCOC1 (THF). Reaction conditions: time 0.5 hour. The product is FC1=CC=C(CNC=2C3=CC=CC=C3N=C3CCCC(C23)O)C=C1 (9-(4-Fluorobenzylamino)-1,2,3,4-tetrahydroacridin-1-ol). Yield: 81.8%. RXN SMILES: [F:1][C:2]1[CH:24]=[CH:23][C:5]([CH2:6][NH:7][C:8]2[C:9]3[C:14]([N:15]=[C:16]4[C:21]=2[C:20](=[O:22])[CH2:19][CH2:18][CH2:17]4)=[CH:13][CH:12]=[CH:11][CH:10]=3)=[CH:4][CH:3]=1.[H-].[H-].[H-].[H-].[Li+].[Al+3].[H-].[Cl-].[NH4+]>C1COCC1>[F:1][C:2]1[CH:3]=[CH:4][C:5]([CH2:6][NH:7][C:8]2[C:9]3[C:14]([N:15]=[C:16]4[C:21]=2[CH:20]([OH:22])[CH2:19][CH2:18][CH2:17]4)=[CH:13][CH:12]=[CH:11][CH:10]=3)=[CH:23][CH:24]=1 |f:1.2.3.4.5.6,8.9|. Procedure details: In 100 ml of dry THF was dissolved 3.00 g of 3,4-dihydro-9-(4-fluorobenzyl)aminoacridin-1(2H)-one. The mechanically stirred solution was cooled in ice and 4.68 ml of 1M LiAlH4 in THF was added over 5 minutes. After 1/2 hour the reaction was complete by TLC. The excess hydride was neutralized with 1 ml of saturated ammonium chloride solution and the resulting salts were filtered. The THF filtrate was evaporated to a solid which was recrystallized from 1:1 dichloromethane/pentane to yield 2.47 g o... The reactants are BrC=1C=C2C=CC(=NC2=C(C1)C)Cl (6-bromo-2-chloro-8-methylquinoline), C[O-].[Na+] (sodium methoxide). Solvent: CO (methanol). Yields the product BrC=1C=C2C=CC(=NC2=C(C1)C)OC (6-bromo-2-methoxy-8-methylquinoline). RXN SMILES: [Br:1][C:2]1[CH:3]=[C:4]2[C:9](=[C:10]([CH3:12])[CH:11]=1)[N:8]=[C:7](Cl)[CH:6]=[CH:5]2.[CH3:14][O-:15].[Na+]>CO>[Br:1][C:2]1[CH:3]=[C:4]2[C:9](=[C:10]([CH3:12])[CH:11]=1)[N:8]=[C:7]([O:15][CH3:14])[CH:6]=[CH:5]2 |f:1.2|. Procedure details: A solution of 6-bromo-2-chloro-8-methylquinoline (10.7 g) in methanol (80 cm3) was heated under reflux with a solution of sodium methoxide [made from sodium (2.76 g) in methanol (50 cm3)] for 24 hours. The cooled solution was then evaporated in vacuo and the residue was partitioned between chloroform (100 cm3) and water (50 cm3). The aqueous phase was further extracted with chloroform (2×50 cm3) and the combined and dried (MgSO4) organic phases were evaporated in vacuo to give a solid which was ... The reactants are C1CCOC1, Nc1ccc(N2CCOCC2)cc1, Cc1cc(C(=O)Nc2cccc(C(=O)c3ccc4c(c3)NC(=O)C4=CO)c2)n(C(C)(C)C)n1. The product is Cc1cc(C(=O)Nc2cccc(C(=O)c3ccc4c(c3)NC(=O)C4=CNc3ccc(N4CCOCC4)cc3)c2)n(C(C)(C)C)n1. Reaction SMILES: [CH2:47]1[O:48][CH2:49][CH2:50][CH2:51]1.[NH2:34][c:35]1[cH:36][cH:37][c:38]([N:41]2[CH2:42][CH2:43][O:44][CH2:45][CH2:46]2)[cH:39][cH:40]1.[OH:1][CH:2]=[C:3]1[C:4](=[O:33])[NH:5][c:6]2[cH:7][c:8]([C:12](=[O:13])[c:14]3[cH:15][c:16]([NH:20][C:21](=[O:22])[c:23]4[n:24]([C:29]([CH3:30])([CH3:31])[CH3:32])[n:25][c:26]([CH3:28])[cH:27]4)[cH:17][cH:18][cH:19]3)[cH:9][cH:10][c:11]21>>[CH:2](=[C:3]1[C:4](=[O:33])[NH:5][c:6]2[cH:7][c:8]([C:12](=[O:13])[c:14]3[cH:15][c:16]([NH:20][C:21](=[O:22])[c:23]4[n:24]([C:29]([CH3:30])([CH3:31])[CH3:32])[n:25][c:26]([CH3:28])[cH:27]4)[cH:17][cH:18][cH:19]3)[cH:9][cH:10][c:11]21)[NH:34][c:35]1[cH:36][cH:37][c:38]([N:41]2[CH2:42][CH2:43][O:44][CH2:45][CH2:46]2)[cH:39][cH:40]1.